This data is from the Open Reaction Database (ORD), a public repository of structured organic reaction records. The task is: describe an organic reaction: reactants, conditions, products, and yield Reactants: CN, Cc1ccccc1, CC(Cc1ccc(N=C=O)cc1)C(=O)c1ccccc1. Product: CNC(=O)Nc1ccc(CC(C)C(=O)c2ccccc2)cc1. Reaction SMILES: [CH3:21][NH2:22].[CH3:23][c:24]1[cH:25][cH:26][cH:27][cH:28][cH:29]1.[c:1]1([C:7]([CH:8]([CH2:9][c:10]2[cH:11][cH:12][c:13]([N:16]=[C:17]=[O:18])[cH:14][cH:15]2)[CH3:19])=[O:20])[cH:2][cH:3][cH:4][cH:5][cH:6]1>>[c:1]1([C:7]([CH:8]([CH2:9][c:10]2[cH:11][cH:12][c:13]([NH:16][C:17](=[O:18])[NH:22][CH3:21])[cH:14][cH:15]2)[CH3:19])=[O:20])[cH:2][cH:3][cH:4][cH:5][cH:6]1. The reactants are ClC1=NC=CC=N1 (2-chloropyrimidine), FC1=CC=C(C=C1)CN1C(=NC2=C1C=CC=C2)CC2CCN(CC2)CCNC (4-[[1-[(4-fluorophenyl)methyl]-1H-benzimidazol-2-yl]methyl]-N-methyl-1-piperidineethanamine), C(O)([O-])=O.[Na+] (sodium hydrogen carbonate). Run in C(C)O (ethanol). Yields the product FC1=CC=C(C=C1)CN1C(=NC2=C1C=CC=C2)CC2CCN(CC2)CCN(C2=NC=CC=N2)C (N-[2-[4-[[1-[(4-fluorophenyl)methyl]-1H-benzimidazol-2-yl]methyl]-1-piperidinyl]ethyl]-N-methyl-2-pyrimidinamine). The yield is 76.5%. RXN SMILES: Cl[C:2]1[N:7]=[CH:6][CH:5]=[CH:4][N:3]=1.[F:8][C:9]1[CH:14]=[CH:13][C:12]([CH2:15][N:16]2[C:20]3[CH:21]=[CH:22][CH:23]=[CH:24][C:19]=3[N:18]=[C:17]2[CH2:25][CH:26]2[CH2:31][CH2:30][N:29]([CH2:32][CH2:33][NH:34][CH3:35])[CH2:28][CH2:27]2)=[CH:11][CH:10]=1.C(=O)([O-])O.[Na+]>C(O)C>[F:8][C:9]1[CH:14]=[CH:13][C:12]([CH2:15][N:16]2[C:20]3[CH:21]=[CH:22][CH:23]=[CH:24][C:19]=3[N:18]=[C:17]2[CH2:25][CH:26]2[CH2:27][CH2:28][N:29]([CH2:32][CH2:33][N:34]([CH3:35])[C:2]3[N:7]=[CH:6][CH:5]=[CH:4][N:3]=3)[CH2:30][CH2:31]2)=[CH:11][CH:10]=1 |f:2.3|. Procedure details: A mixture of 1.8 parts of 2-chloropyrimidine, 6 parts of 4-[[1-[(4-fluorophenyl)methyl]-1H-benzimidazol-2-yl]methyl]-N-methyl-1-piperidineethanamine, 1.7 parts of sodium hydrogen carbonate and 120 parts of ethanol was stirred and refluxed overnight. The reaction mixture was evaporated. Water was added. The product was extracted with 4-methyl-2-pentanone. The extract was dried, filtered and evaporated. The residue was crystallized from a mixture of 2,2'-oxybispropane and 1,1'-oxybisethane (50:50 ... Reactants: CCN=C=NCCCN(C)C, CC1(C)OC(=O)CC(=O)O1, CN(C)c1ccncc1, CCN(C(C)C)C(C)C, COC(=O)N1CCC(C(=O)O)CC1Cc1ccc(Cl)cc1, ClCCl, Cl. The product is COC(=O)N1CCC(C(O)=C2C(=O)OC(C)(C)OC2=O)CC1Cc1ccc(Cl)cc1. RXN SMILES: [CH2:42]([N:43]=[C:44]=[N:45][CH2:46][CH2:47][CH2:48][N:49]([CH3:50])[CH3:51])[CH3:52].[CH3:22][C:23]1([CH3:31])[O:24][C:25](=[O:30])[CH2:26][C:27](=[O:29])[O:28]1.[CH3:53][N:54]([c:55]1[cH:56][cH:57][n:58][cH:59][cH:60]1)[CH3:61].[CH:32]([N:33]([CH2:34][CH3:35])[CH:36]([CH3:37])[CH3:38])([CH3:39])[CH3:40].[Cl:1][c:2]1[cH:3][cH:4][c:5]([CH2:6][CH:7]2[N:8]([C:16](=[O:17])[O:18][CH3:19])[CH2:9][CH2:10][CH:11]([C:13](=[O:14])[OH:15])[CH2:12]2)[cH:20][cH:21]1.[Cl:62][CH2:63][Cl:64].[ClH:41]>>[Cl:1][c:2]1[cH:3][cH:4][c:5]([CH2:6][CH:7]2[N:8]([C:16](=[O:17])[O:18][CH3:19])[CH2:9][CH2:10][CH:11]([C:13]([OH:15])=[C:26]3[C:25](=[O:30])[O:24][C:23]([CH3:22])([CH3:31])[O:28][C:27]3=[O:29])[CH2:12]2)[cH:20][cH:21]1.